From a dataset of the Open Reaction Database (ORD), a public repository of structured organic reaction records. describe an organic reaction: reactants, conditions, products, and yield Reactants: [N+](=O)([O-])C=1C=C(C=CC1)/C=C/C(=O)OCC ((E)-3-(3-Nitrophenyl)-2-propenoic acid, ethyl ester), compound, Cl (HCl). The reagents and catalysts are [Pd] (palladium on carbon). Solvent: C(C)O (ethanol). Reaction conditions: time 16 hour. The product is NC=1C=C(C=CC1)CCC(=O)OCC (3-Aminobenzenepropanoic acid, ethyl ester). Yield: 86.0%. Reaction SMILES: [N+:1]([C:4]1[CH:5]=[C:6](/[CH:10]=[CH:11]/[C:12]([O:14][CH2:15][CH3:16])=[O:13])[CH:7]=[CH:8][CH:9]=1)([O-])=O.Cl>[Pd].C(O)C>[NH2:1][C:4]1[CH:5]=[C:6]([CH2:10][CH2:11][C:12]([O:14][CH2:15][CH3:16])=[O:13])[CH:7]=[CH:8][CH:9]=1. Reported procedure: A Parr hydrogenation vessel was charged with Part (1) compound (12.0 g, 54.3 mmol), concentrated HCl (15 mL, 0.15 mmol), 10% palladium on carbon (750 mg) and absolute ethanol (75 mL). The slurry was purged with nitrogen and agitated under an initial pressure of 45 psi of hydrogen gas. After 16 h, the flask was evacuated and the contents filtered through Celite and evaporated. The residue was dissolved in water and adjusted to pH 9 with solid sodium carbonate. The resulting mixture was extracted ... The reactants are C(=O)C1=NC=C2SC(=CN21)C=2[C@@H]([C@H]1N(C2C(=O)OCC2=CC=C(C=C2)[N+](=O)[O-])C([C@@H]1[C@@H](C)O)=O)C (4-nitrobenzyl (1S,5R,6S)-2-(5-formylimidazo[5,1-b]thiazol-2-yl)-6-((1R)-1-hydroxyethyl)-1-methyl-1-carbapen-2-em-3-carboxylate), FC(S(=O)(=O)OC)(F)F (methyl trifluoromethanesulfonate). The solvent is ClCCl (dichloromethane). Reaction conditions: time 5 hour. Yields the product C(=O)C=1N(C=C2SC(=C[N+]21)C=2[C@@H]([C@H]1N(C2C(=O)[O-])C([C@@H]1[C@@H](C)O)=O)C)C ((1S,5R,6S)-2-(5-formyl-6-methylimidazo[5,1-b]thiazolium-2-yl)-6-((1R)-1-hydroxyethyl)-1-methyl-1-carbapen-2-em-3-carboxylate). RXN SMILES: [CH:1]([C:3]1[N:10]2[C:6]([S:7][C:8]([C:11]3[C@H:12]([CH3:35])[C@@H:13]4[C@@H:30]([C@H:31]([OH:33])[CH3:32])[C:29](=[O:34])[N:14]4[C:15]=3[C:16]([O:18]CC3C=CC([N+]([O-])=O)=CC=3)=[O:17])=[CH:9]2)=[CH:5][N:4]=1)=[O:2].F[C:37](F)(F)S(OC)(=O)=O>ClCCl>[CH:1]([C:3]1[N:4]([CH3:37])[CH:5]=[C:6]2[N+:10]=1[CH:9]=[C:8]([C:11]1[C@H:12]([CH3:35])[C@@H:13]3[C@@H:30]([C@H:31]([OH:33])[CH3:32])[C:29](=[O:34])[N:14]3[C:15]=1[C:16]([O-:18])=[O:17])[S:7]2)=[O:2]. Reported procedure: To a suspension of 33 mg of 4-nitrobenzyl (1S,5R,6S)-2-(5-formylimidazo[5,1-b]thiazol-2-yl)-6-((1R)-1-hydroxyethyl)-1-methyl-1-carbapen-2-em-3-carboxylate in 1 ml of dichloromethane was added 0.017 ml of methyl trifluoromethanesulfonate under ice-cooling. The mixture was stirred for 5 hours, and concentrated under reduced pressure. The residual concentrate was dissolved in 2 ml of THF and 2 ml of 1/15 M sodium phosphate buffer (pH 6.6), and 47 mg of 10% Pd-C was added therto. The reactor was pur... Starting materials: C(OCCCl)([O-])=O (chloroethyl carbonate), C1N(CCN2C1C1=C(CC3=C2C=CC=C3)C=CC=C1)CCOCC(=O)O (2-(1,2,3,4,10,14b-hexahydrodibenzo[c,f]pyrazino[1,2-a]azepin-2-yl)ethoxyacetic acid), C(C)O (ethanol). Solvent: C(Cl)(Cl)Cl (chloroform). Conditions: time 1 hour. Yields the product C1N(CCN2C1C1=C(CC3=C2C=CC=C3)C=CC=C1)CCOCC(=O)OCC (Ethyl 2-(1,2,3,4,10,14b-hexahydrodibenzo[c,f]pyrazino[1,2-a]azepin-2-yl)ethoxyacetate). Isolated yield 73.8%. As a reaction SMILES: [C:1](=[O:7])([O-])[O:2][CH2:3][CH2:4]Cl.[CH2:8]1[CH:13]2[C:14]3[CH:26]=[CH:25][CH:24]=[CH:23][C:15]=3[CH2:16][C:17]3[CH:22]=[CH:21][CH:20]=[CH:19][C:18]=3[N:12]2[CH2:11][CH2:10][N:9]1[CH2:27][CH2:28][O:29][CH2:30]C(O)=O.C(O)C>C(Cl)(Cl)Cl>[CH2:8]1[CH:13]2[C:14]3[CH:26]=[CH:25][CH:24]=[CH:23][C:15]=3[CH2:16][C:17]3[CH:22]=[CH:21][CH:20]=[CH:19][C:18]=3[N:12]2[CH2:11][CH2:10][N:9]1[CH2:27][CH2:28][O:29][CH2:30][C:1]([O:2][CH2:3][CH3:4])=[O:7]. Procedure details: 0.11 g of chloroethyl carbonate was added to a solution of 0.5 g of 2-(1,2,3,4,10,14b-hexahydrodibenzo[c,f]pyrazino[1,2-a]azepin-2-yl)ethoxyacetic acid (prepared as described in Example 2) in 10 ml of chloroform containing 2% by volume ethanol, whilst ice-cooling, and the mixture was stirred at room temperature for 1 hour. At the end of this time, it was washed with water, and the solvent was removed by distillation under reduced pressure. The resulting residue was subjected to column chromatogr... Procedure details: (3S,7R,7aR)-7-(Benzylamino)-7a-methyl-3-phenyltetrahydropyrrolo[2,1-b]oxazol-5(6H)-one was synthesized from (3S,7aR)-7a-methyl-3-phenyl-2,3-dihydropyrrolo[2,1-b]oxazol-5(7aH)-one and benzyl amine using general procedure Y. RP-HPLC (Table 1, Method a) Rt 1.73; m/z: (M+H)+ 323. Reaction SMILES: [CH3:1][C@@:2]12[CH:9]=[CH:8][C:7](=[O:10])[N:6]1[C@@H:5]([C:11]1[CH:16]=[CH:15][CH:14]=[CH:13][CH:12]=1)[CH2:4][O:3]2.[CH2:17]([NH2:24])[C:18]1[CH:23]=[CH:22][CH:21]=[CH:20][CH:19]=1>>[CH2:17]([NH:24][C@H:9]1[C@@:2]2([CH3:1])[O:3][CH2:4][C@H:5]([C:11]3[CH:16]=[CH:15][CH:14]=[CH:13][CH:12]=3)[N:6]2[C:7](=[O:10])[CH2:8]1)[C:18]1[CH:23]=[CH:22][CH:21]=[CH:20][CH:19]=1. Starting materials: C[C@]12OC[C@@H](N1C(C=C2)=O)C2=CC=CC=C2 ((3S,7aR)-7a-methyl-3-phenyl-2,3-dihydropyrrolo[2,1-b]oxazol-5(7aH)-one), C(C1=CC=CC=C1)N (benzyl amine). The product is C(C1=CC=CC=C1)N[C@@H]1CC(N2[C@@]1(OC[C@@H]2C2=CC=CC=C2)C)=O ((3S,7R,7aR)-7-(Benzylamino)-7a-methyl-3-phenyltetrahydropyrrolo[2,1-b]oxazol-5(6H)-one). Reactants: [Li]CCCC, C1CCOC1, CCOCC, c1ccsc1, O=Cc1ccc2ncccc2c1. Yields the product OC(c1ccc2ncccc2c1)c1cccs1. RXN SMILES: [Li:11][CH2:12][CH2:13][CH2:14][CH3:15].[O:28]1[CH2:29][CH2:30][CH2:31][CH2:32]1.[O:6]([CH2:7][CH3:8])[CH2:9][CH3:10].[cH:1]1[cH:2][cH:3][s:4][cH:5]1.[n:16]1[cH:17][cH:18][cH:19][c:20]2[cH:21][c:22]([CH:26]=[O:27])[cH:23][cH:24][c:25]12>>[cH:1]1[cH:2][c:3]([CH:26]([c:22]2[cH:21][c:20]3[cH:19][cH:18][cH:17][n:16][c:25]3[cH:24][cH:23]2)[OH:27])[s:4][cH:5]1.